The task is: describe an organic reaction: reactants, conditions, products, and yield. This data is from the Open Reaction Database (ORD), a public repository of structured organic reaction records. Starting materials: CCOCC ((C2H5)2O), C(CCCC)C1CCC(CC1)C1=CC=C(C=C1)CC(=O)OC (methyl p-(4-pentylcyclohexyl)phenylacetate), Cl (hydrochloric acid), Li[AlH4 ], CCOCC ((C2H5)2O). Product: OCCC1=CC=C(C=C1)C(CCCC1CCCCC1)C (4-[p-(2-hydroxyethyl)phenyl]pentylcyclohexane). As a reaction SMILES: [CH2:1]([CH:6]1[CH2:11][CH2:10][CH:9]([C:12]2[CH:17]=[CH:16][C:15]([CH2:18][C:19]([O:21]C)=O)=[CH:14][CH:13]=2)[CH2:8]C1)[CH2:2][CH2:3][CH2:4][CH3:5].Cl.[CH3:24]COCC>>[OH:21][CH2:19][CH2:18][C:15]1[CH:14]=[CH:13][C:12]([CH:9]([CH3:8])[CH2:10][CH2:11][CH2:6][CH:1]2[CH2:2][CH2:3][CH2:4][CH2:5][CH2:24]2)=[CH:17][CH:16]=1. Procedure details: Next, 400 ml of (C2H5)2O was added to 6 g of Li[AlH4 ], and the resulting mixture was stirred. Thereto was very gradually added dropwise a (C2H5)2O solution including 36 g of the aforesaid methyl p-(4-pentylcyclohexyl)phenylacetate, and after completion of the addition, the thus obtained mixture was stirred at 30° C. or lower continuously for 3hours. The mixture was then poured into dilute hydrochloric acid and extracted with (C2H5)2O. After the (C2H5)2O was distilled off, the residue was recrys... Starting materials: C(C1=CC=CC=C1)N1C2=C(N=C3C(C1=O)CCC3)C=CC=C2 (9-benzyl-2,3,9,10a-tetrahydrobenzo [b]cyclopenta[e][1,4]diazepin-10(1H)-one), C(O)([O-])=O.[Na+] (sodium hydrogencarbonate), C(#N)[BH3-].[Na+] (sodium cyanoborohydride), Cl.C(C)O (HCl ethanol). Reagents/catalysts: CC1=C(C=C(C(=C1Br)O)Br)C2(C=3C=CC=CC3S(=O)(=O)O2)C=4C=C(C(=C(C4C)Br)O)Br (bromocresol green). The solvent is C(C)O (ethanol), O (water), C(C)O (ethanol), O1CCCC1 (tetrahydrofuran). Reaction conditions: temperature 0 celsius. Product: C(C1=CC=CC=C1)N1C2=C(NC3C(C1=O)CCC3)C=CC=C2 (9-Benzyl-2,3,3a,4,9,10a-hexahydrobenzo[b]cyclopenta[e][1,4]diazepin-10(1H)-one). The yield is 83.5%. Reaction SMILES: [CH2:1]([N:8]1[C:14](=[O:15])[CH:13]2[CH2:16][CH2:17][CH2:18][C:12]2=[N:11][C:10]2[CH:19]=[CH:20][CH:21]=[CH:22][C:9]1=2)[C:2]1[CH:7]=[CH:6][CH:5]=[CH:4][CH:3]=1.C([BH3-])#N.[Na+].Cl.C(O)C.C(=O)([O-])O.[Na+]>C(O)C.O1CCCC1.CC1C(Br)=C(O)C(Br)=CC=1C1(C2C=C(Br)C(O)=C(Br)C=2C)OS(=O)(=O)C2C=CC=CC1=2.O>[CH2:1]([N:8]1[C:14](=[O:15])[CH:13]2[CH2:16][CH2:17][CH2:18][CH:12]2[NH:11][C:10]2[CH:19]=[CH:20][CH:21]=[CH:22][C:9]1=2)[C:2]1[CH:3]=[CH:4][CH:5]=[CH:6][CH:7]=1 |f:1.2,3.4,5.6|. Procedure: A suspension of 9-benzyl-2,3,9,10a-tetrahydrobenzo [b]cyclopenta[e][1,4]diazepin-10(1H)-one (87.5 g, 0.30 mol) and bromocresol green (20 mg) in ethanol (300 mL) in a mixture of ethanol (300 mL) and tetrahydrofuran (300 mL) was cooled to 0° C., to which was added sodium cyanoborohydride (20.8 g, 0.33 mol). To the mixture was added dropwise slowly a 2.43N HCl-ethanol solution until the color of the solution does not change any more. To the reaction mixture was added water (800 mL), to which was ad... Reactants: COc1ccc(NC(C)=O)cc1Br, CCO, Cl. The product is COc1ccc(N)cc1Br. RXN SMILES: [Br:1][c:2]1[cH:3][c:4]([NH:10][C:11](=[O:12])[CH3:13])[cH:5][cH:6][c:7]1[O:8][CH3:9].[CH3:15][CH2:16][OH:17].[ClH:14]>>[Br:1][c:2]1[cH:3][c:4]([NH2:10])[cH:5][cH:6][c:7]1[O:8][CH3:9]. The reactants are CCOC(C)=O, CCC[Mg+], CCOCC, CC(C)OC(C)C, [Cl-], CS(=O)(=O)c1ccc(Cn2c(C=O)c(-c3ccccc3)c3cc(Cl)ccc3c2=O)cc1. Product: CCCC(O)c1c(-c2ccccc2)c2cc(Cl)ccc2c(=O)n1Cc1ccc(S(C)(=O)=O)cc1. RXN SMILES: [C:44]([O:45][CH2:46][CH3:47])(=[O:48])[CH3:49].[CH2:33]([CH2:34][CH3:35])[Mg+:36].[CH3:50][CH2:51][O:52][CH2:53][CH3:54].[CH:37]([O:38][CH:39]([CH3:40])[CH3:41])([CH3:42])[CH3:43].[Cl-:32].[Cl:1][c:2]1[cH:3][c:4]2[c:5](-[c:26]3[cH:27][cH:28][cH:29][cH:30][cH:31]3)[c:6]([CH:24]=[O:25])[n:7]([CH2:13][c:14]3[cH:15][cH:16][c:17]([S:20](=[O:21])(=[O:22])[CH3:23])[cH:18][cH:19]3)[c:8](=[O:12])[c:9]2[cH:10][cH:11]1>>[Cl:1][c:2]1[cH:3][c:4]2[c:5](-[c:26]3[cH:27][cH:28][cH:29][cH:30][cH:31]3)[c:6]([CH:24]([OH:25])[CH2:33][CH2:34][CH3:35])[n:7]([CH2:13][c:14]3[cH:15][cH:16][c:17]([S:20](=[O:21])(=[O:22])[CH3:23])[cH:18][cH:19]3)[c:8](=[O:12])[c:9]2[cH:10][cH:11]1. Reactants: C(C)(=O)OCC (ethyl acetate), C(C)(=O)Cl (Acetyl chloride), NC1(CCC(CC1)NS(=O)(=O)C1=CC(=C(C=C1)OCC)C)C#N (N-(4-amino-4-cyanocyclohexyl)-4-ethoxy-3-methylbenzenesulfonamide), NC1(CCC(CC1)NS(=O)(=O)C1=CC(=C(C=C1)OCC)C)C#N (N-(4-amino-4-cyanocyclohexyl)-4-ethoxy-3-methylbenzenesulfonamide). Solvent: CCCCCCC (heptane), ClCCl (dichloromethane), ClCCl (dichloromethane), ClCCl (dichloromethane). Conditions: time 18 hour. Product: C(#N)C1(CCC(CC1)NS(=O)(=O)C1=CC(=C(C=C1)OCC)C)NC(C)=O (N-(1-cyano-4-(4-ethoxy-3-methylphenylsulfonamido)cyclohexyl)-acetamide). The yield is 77.7%. Reaction SMILES: [C:1](Cl)(=[O:3])[CH3:2].[NH2:5][C:6]1([C:26]#[N:27])[CH2:11][CH2:10][CH:9]([NH:12][S:13]([C:16]2[CH:21]=[CH:20][C:19]([O:22][CH2:23][CH3:24])=[C:18]([CH3:25])[CH:17]=2)(=[O:15])=[O:14])[CH2:8][CH2:7]1.C(OCC)(=O)C>ClCCl.CCCCCCC>[C:26]([C:6]1([NH:5][C:1](=[O:3])[CH3:2])[CH2:7][CH2:8][CH:9]([NH:12][S:13]([C:16]2[CH:21]=[CH:20][C:19]([O:22][CH2:23][CH3:24])=[C:18]([CH3:25])[CH:17]=2)(=[O:14])=[O:15])[CH2:10][CH2:11]1)#[N:27]. Reported procedure: Acetyl chloride (0.106 g, 1.356 mmol) in dichloromethane (1 ml) was added to room temperature solution of N-(4-amino-4-cyanocyclohexyl)-4-ethoxy-3-methylbenzenesulfonamide (Intermediate 124, 0.366 g, 1.085 mmol) in dichloromethane (9 ml) and the reaction was stirred 18 hours. The reaction was diluted with dichloromethane and rinsed with two volumes of saturated sodium bicarbonate. The organics were dried over magnesium sulfate, filtered, and concentrated to yield 464 mg of a crude film. TLC (50%... Reactants: Cl (hydrochloric acid), C(#N)[BH3-].[Na+] (sodium cyanoborohydride), [OH-].[Na+] (sodium hydroxide), ClC1=CC=2C3(C4=CC=CC=C4C(C2C=C1)C3)C=O (2-chloro-9-formyl-9,10-dihydro-9,10-methanoanthracene), C(C)(C)(C)OC(=O)NC1CCNCC1 (4-t-butoxycarbonylaminopiperidine), 3A. Solvent: CCCCCC (hexane), CC(=O)C (acetone), CCCCCC (hexane), CC(=O)C (acetone), C(C)(=O)OCC (ethyl acetate), CO (methanol). Run at time 2 hour. Product: ClC1=CC=2C3(C4=CC=CC=C4C(C2C=C1)C3)CN3CCC(CC3)NC(OC(C)(C)C)=O (t-Butyl N-(1-[2-chloro-9,10-dihydro-9,10-methanoanthracen-9-ylmethyl]-4-piperidyl)carbamate). The yield is 51.8%. RXN SMILES: [Cl:1][C:2]1[CH:15]=[CH:14][C:13]2[CH:12]3[CH2:16][C:5]([CH:17]=O)([C:6]4[C:11]3=[CH:10][CH:9]=[CH:8][CH:7]=4)[C:4]=2[CH:3]=1.[C:19]([O:23][C:24]([NH:26][CH:27]1[CH2:32][CH2:31][NH:30][CH2:29][CH2:28]1)=[O:25])([CH3:22])([CH3:21])[CH3:20].Cl.C([BH3-])#N.[Na+].[OH-].[Na+]>CO.CCCCCC.CC(C)=O.C(OCC)(=O)C>[Cl:1][C:2]1[CH:15]=[CH:14][C:13]2[CH:12]3[CH2:16][C:5]([CH2:17][N:30]4[CH2:29][CH2:28][CH:27]([NH:26][C:24](=[O:25])[O:23][C:19]([CH3:22])([CH3:20])[CH3:21])[CH2:32][CH2:31]4)([C:6]4[C:11]3=[CH:10][CH:9]=[CH:8][CH:7]=4)[C:4]=2[CH:3]=1 |f:3.4,5.6|. Procedure: To a stirred suspension of 2-chloro-9-formyl-9,10-dihydro-9,10-methanoanthracene (3.64 g, 14.25 mmol, described in Example 107i), 4-t-butoxycarbonylaminopiperidine (3.57 g, 17.81 mmol), and activated 3A sieves (powderized, 3.64 g) in methanol (50 mL, sieve dried) was added methanolic hydrochloric acid (ca. 3.5 mL) until the pH was 7.50. After 2 h, the mixture was treated with sodium cyanoborohydride (895 mg, 14.25 mmol) in four portions over a 4 h period. After stirring the resulting mixture an ...